From a dataset of the Open Reaction Database (ORD), a public repository of structured organic reaction records. describe an organic reaction: reactants, conditions, products, and yield The reactants are ClC1=C(OC2CN(C2)C(=O)Cl)C=CC(=C1)C(F)(F)F (3-[2-chloro-4-(trifluoromethyl)phenoxy]-1-azetidinecarbonyl chloride), CN (monomethylamine). Run in O1CCCC1 (tetrahydrofuran), O (water). Run at time 16 hour. Product: ClC1=C(OC2CN(C2)C(=O)NC)C=CC(=C1)C(F)(F)F (3-[2-Chloro-4-(trifluoromethyl)phenoxy]-N-methyl-1-azetidinecarboxamide). Isolated yield 109.6%. RXN SMILES: [Cl:1][C:2]1[CH:15]=[C:14]([C:16]([F:19])([F:18])[F:17])[CH:13]=[CH:12][C:3]=1[O:4][CH:5]1[CH2:8][N:7]([C:9](Cl)=[O:10])[CH2:6]1.[CH3:20][NH2:21]>O1CCCC1.O>[Cl:1][C:2]1[CH:15]=[C:14]([C:16]([F:19])([F:18])[F:17])[CH:13]=[CH:12][C:3]=1[O:4][CH:5]1[CH2:8][N:7]([C:9]([NH:21][CH3:20])=[O:10])[CH2:6]1. Procedure: A solution of 2 g (0.0065 mole) of 3-[2-chloro-4-(trifluoromethyl)phenoxy]-1-azetidinecarbonyl chloride in 15 ml of tetrahydrofuran was treated while stirring with 1 ml (0.013 mole) of 40% aqueous monomethylamine. After stirring for 16 h the reaction mixture was diluted with 100 ml of water and the solid which precipitated was collected by filtration (2.4 g). Recrystallization from benzene/ligroin yielded 2.2 g of white crystals, mp 160°-161°. Starting materials: COCCOC1=CC(=C(C=C1)[N+](=O)[O-])[N+](=O)[O-] (1-(2-methoxyethyloxy)-3,4-dinitrobenzene), O1CCN(CC1)C1=CC=C(C=C1)NC(=O)C1=CC=C(C=O)C=C1 (4-(4-morpholinophenyl)aminocarbonylbenzaldehyde). Product: COCCOC=1C=CC2=C(NC(=N2)C2=CC=C(C(=O)NC3=CC=C(C=C3)N3CCOCC3)C=C2)C1 (4-(6-(2-Methoxyethyloxy)-1H-benzo[d]imidazol-2-yl)-N-(4-morpholinophenyl)benzamide). Reaction SMILES: [CH3:1][O:2][CH2:3][CH2:4][O:5][C:6]1[CH:11]=[CH:10][C:9]([N+:12]([O-])=O)=[C:8]([N+:15]([O-])=O)[CH:7]=1.[O:18]1[CH2:23][CH2:22][N:21]([C:24]2[CH:29]=[CH:28][C:27]([NH:30][C:31]([C:33]3[CH:40]=[CH:39][C:36]([CH:37]=O)=[CH:35][CH:34]=3)=[O:32])=[CH:26][CH:25]=2)[CH2:20][CH2:19]1>>[CH3:1][O:2][CH2:3][CH2:4][O:5][C:6]1[CH:11]=[CH:10][C:9]2[N:12]=[C:37]([C:36]3[CH:35]=[CH:34][C:33]([C:31]([NH:30][C:27]4[CH:26]=[CH:25][C:24]([N:21]5[CH2:20][CH2:19][O:18][CH2:23][CH2:22]5)=[CH:29][CH:28]=4)=[O:32])=[CH:40][CH:39]=3)[NH:15][C:8]=2[CH:7]=1. Procedure details: Compound 637 was prepared according to the procedure similar to that described in Scheme III from 1-(2-methoxyethyloxy)-3,4-dinitrobenzene and 4-(4-(4-morpholinophenyl)aminocarbonylbenzaldehyde. [M+H]+ calcd for C27H28N4O4: 473.21; found: 473.08. Reactants: FC1=CC=C(C=C1)S (4-fluorothiophenol), C1=CC=CC=C1 (benzene), C=O (paraformaldehyde), Cl (hydrochloric acid). Product: FC1=CC=C(C=C1)SCCl (4-fluorophenylthiomethyl chloride). Isolated yield 99.8%. RXN SMILES: [F:1][C:2]1[CH:7]=[CH:6][C:5]([SH:8])=[CH:4][CH:3]=1.C=O.[ClH:11].[CH:12]1C=CC=CC=1>>[F:1][C:2]1[CH:7]=[CH:6][C:5]([S:8][CH2:12][Cl:11])=[CH:4][CH:3]=1. Procedure details: This compound was prepared in the manner of Example 3.A., using 45.0 grams (0.35 mole) of a 4-fluorothiophenol, 13.5 grams (0.44 mole) of paraformaldehyde and 180 ml (1.8 moles) of concentrated hydrochloric acid in 90 ml of benzene. The residue was distilled under reduced pressure to give 61.9 grams (99.8%) of 4-fluorophenylthiomethyl chloride; b.p. 65° C./0.5 mm. Reactants: O=c1oc(CBr)c(CBr)o1, O=C([O-])[O-], COCCOCC(=O)O, CC#N, [K+], [K+]. Yields the product COCCOCC(=O)OCc1oc(=O)oc1CBr. As a reaction SMILES: [Br:1][CH2:2][c:3]1[o:4][c:5](=[O:10])[o:6][c:7]1[CH2:8][Br:9].[C:20](=[O:21])([O-:22])[O-:23].[CH3:11][O:12][CH2:13][CH2:14][O:15][CH2:16][C:17](=[O:18])[OH:19].[CH3:26][C:27]#[N:28].[K+:24].[K+:25]>>[CH2:2]([c:3]1[o:4][c:5](=[O:10])[o:6][c:7]1[CH2:8][Br:9])[O:19][C:17]([CH2:16][O:15][CH2:14][CH2:13][O:12][CH3:11])=[O:18].